Dataset: the Open Reaction Database (ORD), a public repository of structured organic reaction records. Task: describe an organic reaction: reactants, conditions, products, and yield The reactants are C1=C(C=CC2=CC=CC=C12)C=O (2-naphthaldehyde), CN(N)C1=CC=CC=C1 (1-methyl-1-phenylhydrazine). Reagents/catalysts: Cl (hydrochloric acid). Solvent: C(C)O (ethanol). The product is CN(N=CC1=CC2=CC=CC=C2C=C1)C1=CC=CC=C1 (2-naphthaldehyde 1-methyl-1-phenylhydrazone). As a reaction SMILES: [CH:1]1[C:10]2[C:5](=[CH:6][CH:7]=[CH:8][CH:9]=2)[CH:4]=[CH:3][C:2]=1[CH:11]=O.[CH3:13][N:14]([C:16]1[CH:21]=[CH:20][CH:19]=[CH:18][CH:17]=1)[NH2:15]>Cl.C(O)C>[CH3:13][N:14]([C:16]1[CH:21]=[CH:20][CH:19]=[CH:18][CH:17]=1)[N:15]=[CH:11][C:2]1[CH:3]=[CH:4][C:5]2[C:10](=[CH:9][CH:8]=[CH:7][CH:6]=2)[CH:1]=1. Procedure details: 3.1 g of 2-naphthaldehyde and 2.4 g of 1-methyl-1-phenylhydrazine were added to 50 ml of ethanol. To the mixture, two or three drops of 1 N hydrochloric acid were added. The mixture was heated and refluxed for about one hour. The reaction mixture was cooled and the crystals then separated, which were then collected on a suction funnel. The thus obtained crude 2-naphthaldehyde 1-methyl-1-phenylhydrazone was recrystallized from ethyl acetate. The yield was 3.5 g (67.3%) of white needle-like crysta... As a reaction SMILES: [F:1][C:2]1[CH:10]=[CH:9][CH:8]=[C:7]([NH:11][C:12]2[N:17]=[C:16]([NH:18][C:19]3[CH:27]=[C:26]4[C:22]([CH2:23][CH2:24][NH:25]4)=[CH:21][C:20]=3[O:28][CH3:29])[NH:15][C:14]3=[N:30][CH:31]=[CH:32][C:13]=23)[C:3]=1[C:4]([NH2:6])=[O:5].C1N=[CH:36][N:35]([C:38](N2C=NC=C2)=[O:39])[CH:34]=1.CN>C1COCC1.CCOC(C)=O>[NH2:6][C:4]([C:3]1[C:2]([F:1])=[CH:10][CH:9]=[CH:8][C:7]=1[NH:11][C:12]1[N:17]=[C:16]([NH:18][C:19]2[CH:27]=[C:26]3[C:22]([CH2:23][CH2:24][N:25]3[C:38]([N:35]([CH3:36])[CH3:34])=[O:39])=[CH:21][C:20]=2[O:28][CH3:29])[NH:15][C:14]2=[N:30][CH:31]=[CH:32][C:13]=12)=[O:5]. Isolated yield 56.8%. Procedure: A mixture of of 2-fluoro-6-[(2-{[5-(methyloxy)-2,3-dihydro-1H-indol-6-yl]amino}-1H-pyrrolo[2,3-d]pyrimidin-4-yl)amino]benzamide (67 mg, 0.15 mmol) and CDI (30 mg, 0.18 mmol) in THF (4 mL) was stirred for 15 min, then treated with a solution of methylamine (2M in THF, 4 mL, 8 mmol) and was heated for 2 days in a sealed vessel at 80° C. More methylamine (2M in THF, 5 mL) was added and the reaction mixture was heated for 22 h. The resulting mixture was allowed to cool to rt, diluted with EtOAc (50 ... The reactants are CN (methylamine), CN (methylamine), FC1=C(C(=O)N)C(=CC=C1)NC1=C2C(NC(=N1)NC1=C(C=C3CCNC3=C1)OC)=NC=C2 (2-fluoro-6-[(2-{[5-(methyloxy)-2,3-dihydro-1H-indol-6-yl]amino}-1H-pyrrolo[2,3-d]pyrimidin-4-yl)amino]benzamide), C1=CN(C=N1)C(=O)N2C=CN=C2 (CDI). Solvent: C1CCOC1 (THF), CCOC(=O)C (EtOAc). Yields the product NC(=O)C1=C(C=CC=C1F)NC1=C2C(NC(=N1)NC1=C(C=C3CCN(C3=C1)C(=O)N(C)C)OC)=NC=C2 (6-[(4-{[2-(aminocarbonyl)-3-fluorophenyl]amino}-1H-pyrrolo[2,3-d]pyrimidin-2-yl)amino]-N,N-dimethyl-5-(methyloxy)-2,3-dihydro-1H -indole-1-carboxamide). Conditions: temperature 80 celsius, time 15 minute. The reactants are CC(CCC(CO)C(CC(C)(C)C)C)CC(C)(C)C (5,7,7-trimethyl-2-(1,3,3-trimethylbutyl) octanol), C(CCCCCC)C(CO)CCCCCCCCC (2-heptylundecanol). The product is C(C1CO1)OCC(CCCCCCCCC)CCCCCCC (2-heptylundecyl glycidyl ether). Isolated yield 80.0%. RXN SMILES: CC(CC(C)(C)C)C[CH2:4][CH:5](C(C)CC(C)(C)C)[CH2:6][OH:7].[CH2:20]([CH:27]([CH2:30][CH2:31][CH2:32][CH2:33][CH2:34][CH2:35][CH2:36][CH2:37][CH3:38])[CH2:28][OH:29])[CH2:21][CH2:22][CH2:23][CH2:24][CH2:25][CH3:26]>>[CH2:4]([O:29][CH2:28][CH:27]([CH2:20][CH2:21][CH2:22][CH2:23][CH2:24][CH2:25][CH3:26])[CH2:30][CH2:31][CH2:32][CH2:33][CH2:34][CH2:35][CH2:36][CH2:37][CH3:38])[CH:5]1[O:7][CH2:6]1. Procedure: The same reaction as in Reference Example 1 was carried out under the same conditions except that the 5,7,7-trimethyl-2-(1,3,3-trimethylbutyl) octanol in Reference Example 1 was replaced by 2-heptylundecanol, whereupon 65 g (yield: 80%) of 2-heptylundecyl glycidyl ether was obtained. Starting materials: C(#N)[BH3-].[Na+] (sodium cyanoborohydride), C(C)(=O)O (acetic acid), C(C)OC1(CC1)O[Si](C)(C)C ((1-ethoxycyclopropyloxy)-trimethylsilane), C1=CC=CC2=NC3=CC=CC=C3C(=C12)NC1=CC=C(C=C1)N1CCNCC1 (Acridin-9-yl-[4-(piperazine-1-yl)phenyl]amine). Run in CO (methanol). Product: C1=CC=CC2=NC3=CC=CC=C3C(=C12)NC1=CC=C(C=C1)N1CCN(CC1)C1CC1 (Acridin-9-yl-[4-(4-cyclopropylpiperazine-1-yl)phenyl]amine). The yield is 2.0%. As a reaction SMILES: [CH:1]1[C:14]2[C:5](=[N:6][C:7]3[C:12]([C:13]=2[NH:15][C:16]2[CH:21]=[CH:20][C:19]([N:22]4[CH2:27][CH2:26][NH:25][CH2:24][CH2:23]4)=[CH:18][CH:17]=2)=[CH:11][CH:10]=[CH:9][CH:8]=3)[CH:4]=[CH:3][CH:2]=1.C(O)(=O)C.C(O[C:35]1(O[Si](C)(C)C)[CH2:37][CH2:36]1)C.C([BH3-])#N.[Na+]>CO>[CH:1]1[C:14]2[C:5](=[N:6][C:7]3[C:12]([C:13]=2[NH:15][C:16]2[CH:17]=[CH:18][C:19]([N:22]4[CH2:27][CH2:26][N:25]([CH:35]5[CH2:37][CH2:36]5)[CH2:24][CH2:23]4)=[CH:20][CH:21]=2)=[CH:11][CH:10]=[CH:9][CH:8]=3)[CH:4]=[CH:3][CH:2]=1 |f:3.4|. Procedure: 35 mg (0.10 mmol) of 9-[4-(piperazin-1-yl)phenyl]aminoacridine (Example 16) was dissolved in 1 ml of methanol. 57 μl (1.0 mmol) of acetic acid, 22 μl (0.11 mmol) of (1-ethoxycyclopropyloxy)-trimethylsilane and a small amount of 3 Å molecular sieves were added. The reaction mixture was stirred at room temperature under nitrogen atmosphere. After 30 min 28 mg (0.45 mmol) of sodium cyanoborohydride was added and the reaction mixture was heated at 50° C. over night. The solvents were removed under v... Reactants: ClC1=NC=2N(C(NC(C2N1CC=C)=O)=O)CCCCC (8-chloro-3-pentyl-7-(2-propen-1-yl)-3,7-dihydro-1H-purine-2,6-dione), ClC1=CC=C(C=C1)CC1=NOC(=N1)CCCO (3-{3-[(4-chlorophenyl)methyl]-1,2,4-oxadiazol-5-yl}-1-propanol), C1(=CC=CC=C1)P(C1=CC=CC=C1)C1=CC=CC=C1 (triphenylphosphine), C1=CC=C(C=C1)COC(=O)/N=N/C(=O)OCC2=CC=CC=C2 (dibenzylazodicarboxylate). The solvent is C1CCOC1 (THF). Conditions: time 18 hour. Product: ClC1=NC=2N(C(N(C(C2N1)=O)CCCC1=NC(=NO1)CC1=CC=C(C=C1)Cl)=O)CCCCC (8-Chloro-1-(3-{3-[(4-chlorophenyl)methyl]-1,2,4-oxadiazol-5-yl}propyl)-3-pentyl-3,7-dihydro-1H-purine-2,6-dione), C1=CC=C(C=C1)COC(=O)/N=N/C(=O)OCC2=CC=CC=C2 (dibenzylazodicarboxylate). The yield is 177.5%. Reaction SMILES: [Cl:1][C:2]1[N:10](CC=C)[C:9]2[C:8](=[O:14])[NH:7][C:6](=[O:15])[N:5]([CH2:16][CH2:17][CH2:18][CH2:19][CH3:20])[C:4]=2[N:3]=1.[Cl:21][C:22]1[CH:27]=[CH:26][C:25]([CH2:28][C:29]2[N:33]=[C:32]([CH2:34][CH2:35][CH2:36]O)[O:31][N:30]=2)=[CH:24][CH:23]=1.C1(P(C2C=CC=CC=2)C2C=CC=CC=2)C=CC=CC=1.[CH:57]1[CH:62]=[CH:61][C:60]([CH2:63][O:64][C:65](/[N:67]=[N:68]/[C:69]([O:71][CH2:72][C:73]2[CH:78]=[CH:77][CH:76]=[CH:75][CH:74]=2)=[O:70])=[O:66])=[CH:59][CH:58]=1>C1COCC1>[Cl:1][C:2]1[NH:10][C:9]2[C:8](=[O:14])[N:7]([CH2:36][CH2:35][CH2:34][C:32]3[O:31][N:30]=[C:29]([CH2:28][C:25]4[CH:24]=[CH:23][C:22]([Cl:21])=[CH:27][CH:26]=4)[N:33]=3)[C:6](=[O:15])[N:5]([CH2:16][CH2:17][CH2:18][CH2:19][CH3:20])[C:4]=2[N:3]=1.[CH:76]1[CH:75]=[CH:74][C:73]([CH2:72][O:71][C:69](/[N:68]=[N:67]/[C:65]([O:64][CH2:63][C:60]2[CH:61]=[CH:62][CH:57]=[CH:58][CH:59]=2)=[O:66])=[O:70])=[CH:78][CH:77]=1. Procedure: To a solution of 8-chloro-3-pentyl-7-(2-propen-1-yl)-3,7-dihydro-1H-purine-2,6-dione (0.10 g, 0.34 mmol), 3-{3-[(4-chlorophenyl)methyl]-1,2,4-oxadiazol-5-yl}-1-propanol (0.086 g, 0.34 mmol) and triphenylphosphine (0.186 g, 0.69 mmol) in THF (5 ml) was added dibenzylazodicarboxylate (0.204 g, 0.68 mmol) and the solution stirred for 18 h. The solution was then concentrated and the residues chromatographed over silica (20 g, SPE) eluting with DCM initially then DCM/Et2O mixtures to yield the title ...